From a dataset of the Open Reaction Database (ORD), a public repository of structured organic reaction records. describe an organic reaction: reactants, conditions, products, and yield Starting materials: CO, Nc1nc(OCCCCO)nc2c1nc(Br)n2Cc1ccccc1, [Na+], [OH-]. The product is COc1nc2c(N)nc(OCCCCO)nc2n1Cc1ccccc1. RXN SMILES: [CH3:27][OH:28].[NH2:1][c:2]1[c:3]2[n:4][c:5]([Br:24])[n:6]([CH2:17][c:18]3[cH:19][cH:20][cH:21][cH:22][cH:23]3)[c:7]2[n:8][c:9]([O:11][CH2:12][CH2:13][CH2:14][CH2:15][OH:16])[n:10]1.[Na+:26].[OH-:25]>>[NH2:1][c:2]1[c:3]2[n:4][c:5]([O:25][CH3:27])[n:6]([CH2:17][c:18]3[cH:19][cH:20][cH:21][cH:22][cH:23]3)[c:7]2[n:8][c:9]([O:11][CH2:12][CH2:13][CH2:14][CH2:15][OH:16])[n:10]1. The reactants are [Br-], CC#N, CCCC[N+](CCCC)(CCCC)CCCC, ClCCl, O=C1CCC(N2C(=O)c3cccc(OCc4ccc(CO)cc4)c3C2=O)C(=O)N1, BrP(Br)Br. Yields the product O=C1CCC(N2C(=O)c3cccc(OCc4ccc(CBr)cc4)c3C2=O)C(=O)N1. As a reaction SMILES: [Br-:40].[CH3:37][C:38]#[N:39].[CH3:41][CH2:42][CH2:43][CH2:44][N+:45]([CH2:46][CH2:47][CH2:48][CH3:49])([CH2:50][CH2:51][CH2:52][CH3:53])[CH2:54][CH2:55][CH2:56][CH3:57].[Cl:34][CH2:35][Cl:36].[O:1]=[C:2]1[NH:3][C:4](=[O:29])[CH2:5][CH2:6][CH:7]1[N:8]1[C:9](=[O:28])[c:10]2[cH:11][cH:12][cH:13][c:14]([O:18][CH2:19][c:20]3[cH:21][cH:22][c:23]([CH2:26][OH:27])[cH:24][cH:25]3)[c:15]2[C:16]1=[O:17].[P:30]([Br:31])([Br:32])[Br:33]>>[O:1]=[C:2]1[NH:3][C:4](=[O:29])[CH2:5][CH2:6][CH:7]1[N:8]1[C:9](=[O:28])[c:10]2[cH:11][cH:12][cH:13][c:14]([O:18][CH2:19][c:20]3[cH:21][cH:22][c:23]([CH2:26][Br:31])[cH:24][cH:25]3)[c:15]2[C:16]1=[O:17]. Reactants: BrC=1C=C(C2=C(C1)C=1CN(CCC1O2)C(=O)OC(C)(C)C)CC(C)O (tert-butyl 8-bromo-6-(2-hydroxypropyl)-3,4-dihydrobenzofuro[3,2-c]pyridine-2(1H)-carboxylate), C1(=CC=CC=C1)S(=O)[O-].[Na+] (sodium benzenesulfinate), di-palladium tris(dibenzylideneacetone), C([O-])([O-])=O.[Cs+].[Cs+] (cesium carbonate), CC1(C2=C(C(=CC=C2)P(C3=CC=CC=C3)C4=CC=CC=C4)OC5=C(C=CC=C51)P(C6=CC=CC=C6)C7=CC=CC=C7)C (xantphos). Run in C1(=CC=CC=C1)C (toluene). Conditions: temperature 120 celsius. Yields the product OC(CC1=CC(=CC2=C1OC1=C2CN(CC1)C(=O)OC(C)(C)C)S(=O)(=O)C1=CC=CC=C1)C (tert-butyl 6-(2-hydroxypropyl)-8-(phenylsulfonyl)-3,4-dihydrobenzofuro[3,2-c]pyridine-2(1H)-carboxylate). Yield: 39.3%. As a reaction SMILES: Br[C:2]1[CH:3]=[C:4]([CH2:22][CH:23]([OH:25])[CH3:24])[C:5]2[O:14][C:13]3[CH2:12][CH2:11][N:10]([C:15]([O:17][C:18]([CH3:21])([CH3:20])[CH3:19])=[O:16])[CH2:9][C:8]=3[C:6]=2[CH:7]=1.[C:26]1([S:32]([O-:34])=[O:33])[CH:31]=[CH:30][CH:29]=[CH:28][CH:27]=1.[Na+].C(=O)([O-])[O-].[Cs+].[Cs+].CC1(C)C2C(=C(P(C3C=CC=CC=3)C3C=CC=CC=3)C=CC=2)OC2C(P(C3C=CC=CC=3)C3C=CC=CC=3)=CC=CC1=2>C1(C)C=CC=CC=1>[OH:25][CH:23]([CH3:24])[CH2:22][C:4]1[C:5]2[O:14][C:13]3[CH2:12][CH2:11][N:10]([C:15]([O:17][C:18]([CH3:21])([CH3:20])[CH3:19])=[O:16])[CH2:9][C:8]=3[C:6]=2[CH:7]=[C:2]([S:32]([C:26]2[CH:31]=[CH:30][CH:29]=[CH:28][CH:27]=2)(=[O:34])=[O:33])[CH:3]=1 |f:1.2,3.4.5|. Reported procedure: A mixture of tert-butyl 8-bromo-6-(2-hydroxypropyl)-3,4-dihydrobenzofuro[3,2-c]pyridine-2(1H)-carboxylate (110 mg, 0.27 mmol), sodium benzenesulfinate (53 mg, 0.32 mmol), di-palladium-tris(dibenzylideneacetone) (24 mg, 0.03 mmol), cesium carbonate (131 mg, 0.40 mmol) and xantphos (31 mg, 0.06 mmol) was suspended in anhydrous toluene (8 mL). The flask was purged with argon, sealed, and heated to 120° C. for 14 h. The reaction mixture was cooled, diluted with dichloromethane, and filtered through ...